This data is from the Open Reaction Database (ORD), a public repository of structured organic reaction records. The task is: describe an organic reaction: reactants, conditions, products, and yield The reactants are C=O (formaldehyde), O(C1=CC=CC=C1)CC1CNCCO1 (2(RS)-(phenoxymethyl)morpholine), C(C)(=O)O (acetic acid), N1C=CC=2C1=NC=CC2 (1H-pyrrolo[2,3-b]pyridine), [OH-].[Na+] (sodium hydroxide). The solvent is O (water). Reaction conditions: time 10 minute. The product is C(C(=O)O)(=O)O.O(C1=CC=CC=C1)CC1CN(CCO1)CC1=CNC2=NC=CC=C21 (3-((2(RS)-(Phenoxymethyl)morpholin-4-yl)methyl)-1H-pyrrolo[2,3-b]pyridine Hydrogen Oxalate), free base. The yield is 65.0%. RXN SMILES: [CH2:1]=[O:2].[O:3]([CH2:10][CH:11]1[O:16][CH2:15][CH2:14][NH:13][CH2:12]1)[C:4]1[CH:9]=[CH:8][CH:7]=[CH:6][CH:5]=1.[NH:17]1[C:21]2=[N:22][CH:23]=[CH:24][CH:25]=[C:20]2[CH:19]=[CH:18]1.[OH-:26].[Na+].[C:28]([OH:31])(=[O:30])C>O>[C:28]([OH:31])(=[O:30])[C:1]([OH:26])=[O:2].[O:3]([CH2:10][CH:11]1[O:16][CH2:15][CH2:14][N:13]([CH2:28][C:19]2[C:20]3[C:21](=[N:22][CH:23]=[CH:24][CH:25]=3)[NH:17][CH:18]=2)[CH2:12]1)[C:4]1[CH:9]=[CH:8][CH:7]=[CH:6][CH:5]=1 |f:3.4,7.8|. Procedure: 38% Aqueous formaldehyde (0.9 ml) was added dropwise to a stirred solution of 2(RS)-(phenoxymethyl)morpholine (2.10 g, 0.0109 mmol) in glacial acetic acid (8 ml) and water (4 ml). After stirring for 10 minutes this solution was treated with 1H-pyrrolo[2,3-b]pyridine (1.18 g, 0.010 mmol). The reaction mixture was stirred at room temperature for 20 hours. The mixture was poured onto 2M sodium hydroxide solution (180 ml) and extracted with ethyl acetate (3×80 ml). The combined extracts were washed ... The product is O=C(NCCSCc1c(F)cccc1Cl)c1cc2cc(Cl)ncc2[nH]1. As a reaction SMILES: [Cl:14][c:15]1[c:16]([CH2:17][S:18][CH2:19][CH2:20][NH2:21])[c:22]([F:26])[cH:23][cH:24][cH:25]1.[Cl:1][c:2]1[cH:3][c:4]2[c:5]([cH:6][n:7]1)[nH:8][c:9]([C:11](=[O:12])[OH:13])[cH:10]2>>[Cl:1][c:2]1[cH:3][c:4]2[c:5]([cH:6][n:7]1)[nH:8][c:9]([C:11](=[O:13])[NH:21][CH2:20][CH2:19][S:18][CH2:17][c:16]1[c:15]([Cl:14])[cH:25][cH:24][cH:23][c:22]1[F:26])[cH:10]2. The reactants are NCCSCc1c(F)cccc1Cl, O=C(O)c1cc2cc(Cl)ncc2[nH]1. Starting materials: FC1=CC=C(C=C1)NC(=S)N[C@@H]1CN([C@@H]2CC3=CNC4=CC=CC([C@H]2C1)=C34)C (1-(4-Fluorophenyl)-3-(6-methyl-8α-ergolinyl)thiourea), C(=O)([O-])[C@H](O)[C@@H](O)C(=O)[O-] (L-tartrate). Product: CN1C[C@H](C[C@@H]2C=3C=CC=C4NC=C(C[C@@H]12)C34)NC(=S)N3CCCCC3 (Piperidine-1-thiocarboxylic acid (6-methyl-8α-ergolinyl)amide). RXN SMILES: F[C:2]1[CH:7]=[CH:6][C:5]([NH:8][C:9]([NH:11][C@H:12]2[CH2:26][C@H:25]3[C@@H:15]([CH2:16][C:17]4[C:27]5[C:20](=[CH:21][CH:22]=[CH:23][C:24]3=5)[NH:19][CH:18]=4)[N:14]([CH3:28])[CH2:13]2)=[S:10])=C[CH:3]=1.C([C@@H]([C@H](C([O-])=O)O)O)([O-])=O>>[CH3:28][N:14]1[C@H:15]2[C@@H:25]([C:24]3[CH:23]=[CH:22][CH:21]=[C:20]4[C:27]=3[C:17]([CH2:16]2)=[CH:18][NH:19]4)[CH2:26][C@H:12]([NH:11][C:9]([N:8]2[CH2:3][CH2:2][CH2:7][CH2:6][CH2:5]2)=[S:10])[CH2:13]1. Reported procedure: 1-(4-Fluorophenyl)-3-(6-methyl-8α-ergolinyl)thiourea, L-tartrate; 81% of theory; mp 260° C. (decomposition). Starting materials: C(C1=CC=CC=C1)OC=1C=C(C[C@H](NC(=O)OC(C)(C)C)C(=O)OCC2=CC=CC=C2)C=C(C1)O[Si](C)(C)C(C)(C)C (benzyl 3-(benzyloxy)-N-(tert-butoxycarbonyl)-5-{[tert-butyl(dimethyl)silyl]oxy}-L-phenylalaninate), [F-].C(CCC)[N+](CCCC)(CCCC)CCCC (tetrabutylammonium fluoride). Solvent: C1CCOC1 (THF). Yields the product C(C1=CC=CC=C1)OC=1C=C(C[C@H](NC(=O)OC(C)(C)C)C(=O)OCC2=CC=CC=C2)C=C(C1)O (Benzyl 3-(benzyloxy)-N-(tert-butoxycarbonyl)-5-hydroxy-L-phenylalaninate). As a reaction SMILES: [CH2:1]([O:8][C:9]1[CH:10]=[C:11]([CH:32]=[C:33]([O:35][Si](C(C)(C)C)(C)C)[CH:34]=1)[CH2:12][C@@H:13]([C:22]([O:24][CH2:25][C:26]1[CH:31]=[CH:30][CH:29]=[CH:28][CH:27]=1)=[O:23])[NH:14][C:15]([O:17][C:18]([CH3:21])([CH3:20])[CH3:19])=[O:16])[C:2]1[CH:7]=[CH:6][CH:5]=[CH:4][CH:3]=1.[F-].C([N+](CCCC)(CCCC)CCCC)CCC>C1COCC1>[CH2:1]([O:8][C:9]1[CH:10]=[C:11]([CH:32]=[C:33]([OH:35])[CH:34]=1)[CH2:12][C@@H:13]([C:22]([O:24][CH2:25][C:26]1[CH:31]=[CH:30][CH:29]=[CH:28][CH:27]=1)=[O:23])[NH:14][C:15]([O:17][C:18]([CH3:21])([CH3:20])[CH3:19])=[O:16])[C:2]1[CH:7]=[CH:6][CH:5]=[CH:4][CH:3]=1 |f:1.2|. Procedure details: Preparation takes place in analogy to Example 12I from 1.30 g (2.2 mmol) of benzyl 3-(benzyloxy)-N-(tert-butoxycarbonyl)-5-{[tert-butyl(dimethyl)silyl]oxy}-L-phenylalaninate (Example 5J) and 4.4 ml (4.39 mmol) of a 1N tetrabutylammonium fluoride solution in THF.